Dataset: the Open Reaction Database (ORD), a public repository of structured organic reaction records. Task: describe an organic reaction: reactants, conditions, products, and yield Starting materials: Cl.CNOC (N,O-dimethylhydroxylamine hydrochloride), ON1N=NC2=C1C=CC=C2 (1-Hydroxybenzotriazole), CN1C(N(C2=C(C1=O)C(=C(S2)CN2C(=NC1=C2C=CC=C1)CCC)C(=O)O)CC(C)C)=O (1,2,3,4-Tetrahydro-3-methyl-1-(2-methylpropyl)-2,4-dioxo-6-[2-propyl-1H-benzimidazol-1-ylmethyl]-thieno[2,3-d]pyrimidine-5-carboxylic acid), Cl.C(C)N=C=NCCCN(C)C (1-ethyl-3-(3′-dimethylaminopropyl)-carbodiimide hydrochloride). Run in C(C)N(CC)CC (triethylamine), ClCCl (dichloromethane). Conditions: time 5 minute. The product is CON(C(=O)C1=C(SC=2N(C(N(C(C21)=O)C)=O)CC(C)C)CN2C(=NC1=C2C=CC=C1)CCC)C (1,2,3,4-Tetrahydro-N-methoxy-N,3-dimethyl-1-(2-methylpropyl)-2,4-dioxo-6-[2-propyl-1H-benzimidazol-1-ylmethyl]-thieno[2,3-d]pyrimidine-5-carboxamide). Reaction SMILES: ON1C2C=CC=CC=2N=N1.[CH3:11][N:12]1[C:17](=[O:18])[C:16]2[C:19]([C:35](O)=[O:36])=[C:20]([CH2:22][N:23]3[C:27]4[CH:28]=[CH:29][CH:30]=[CH:31][C:26]=4[N:25]=[C:24]3[CH2:32][CH2:33][CH3:34])[S:21][C:15]=2[N:14]([CH2:38][CH:39]([CH3:41])[CH3:40])[C:13]1=[O:42].Cl.C(N=C=NCCCN(C)C)C.Cl.[CH3:56][NH:57][O:58][CH3:59]>ClCCl.C(N(CC)CC)C>[CH3:59][O:58][N:57]([CH3:56])[C:35]([C:19]1[C:16]2[C:17](=[O:18])[N:12]([CH3:11])[C:13](=[O:42])[N:14]([CH2:38][CH:39]([CH3:40])[CH3:41])[C:15]=2[S:21][C:20]=1[CH2:22][N:23]1[C:27]2[CH:28]=[CH:29][CH:30]=[CH:31][C:26]=2[N:25]=[C:24]1[CH2:32][CH2:33][CH3:34])=[O:36] |f:2.3,4.5|. Reported procedure: 1-Hydroxybenzotriazole (0.14 g) was added to a solution of the product of step b) (0.25 g) in dichloromethane (5 ml). After stirring for 5 minutes, 1-ethyl-3-(3′-dimethylaminopropyl)-carbodiimide hydrochloride (0.21 g) was added. After stirring for 10 minutes, N,O-dimethylhydroxylamine hydrochloride (0.1 g) and triethylamine (0.15 ml) were added The reaction mixture was stirred for 12 h at room temperature. The solution was concentrated in vacuo. The residue was purified by flash silica chromato... Reactants: C(C1=CC=CC=C1)(=O)OC[C@H]1OC([C@]([C@@]1(C)OC(C)=O)(C)F)OC(C)=O (((2R,3S,4R)-3,5-diacetoxy-4-fluoro-3,4-dimethyl-tetrahydrofuran-2-yl)methyl benzoate), ClC1=C2NC=NC2=NC=N1 (6-chloropurine), N12CCCCCC2=NCCC1 (1,8-Diazabicyclo[5.4.0]undec-7-ene), FC(S(=O)(=O)O[Si](C)(C)C)(F)F (Trimethylsilyl trifluoromethanesulfonate). Solvent: C(C)#N (Acetonitrile), C(C)#N (acetonitrile). Product: C(C1=CC=CC=C1)(=O)OC[C@H]1OC([C@]([C@@]1(C)OC(C)=O)(C)F)N1C2=NC=NC(=C2N=C1)Cl (((2R,3S,4R)-3-acetoxy-5-(6-chloro-9H-purin-9-yl)-4-fluoro-3,4-dimethyl-tetrahydrofuran-2-yl)methyl benzoate). RXN SMILES: [Cl:1][C:2]1[N:10]=[CH:9][N:8]=[C:7]2[C:3]=1[NH:4][CH:5]=[N:6]2.N12CCCN=C1CCCCC2.FC(F)(F)S(O[Si](C)(C)C)(=O)=O.[C:34]([O:42][CH2:43][C@@H:44]1[C@@:48]([O:50][C:51](=[O:53])[CH3:52])([CH3:49])[C@:47]([F:55])([CH3:54])[CH:46](OC(=O)C)[O:45]1)(=[O:41])[C:35]1[CH:40]=[CH:39][CH:38]=[CH:37][CH:36]=1>C(#N)C>[C:34]([O:42][CH2:43][C@@H:44]1[C@@:48]([O:50][C:51](=[O:53])[CH3:52])([CH3:49])[C@:47]([F:55])([CH3:54])[CH:46]([N:6]2[CH:5]=[N:4][C:3]3[C:7]2=[N:8][CH:9]=[N:10][C:2]=3[Cl:1])[O:45]1)(=[O:41])[C:35]1[CH:36]=[CH:37][CH:38]=[CH:39][CH:40]=1. Procedure: To a stirred solution of 6-chloropurine (about 0.87 g, 5.7 mmol) in acetonitrile (about 20 ml) was added 1,8-Diazabicyclo[5.4.0]undec-7-ene (about 1.7 ml, 11.4 mmol) and Trimethylsilyl trifluoromethanesulfonate (about 2.76 ml, 15.2 mmol) at about 0° C., stirred for about 15 minutes then ((2R,3S,4R)-3,5-diacetoxy-4-fluoro-3,4-dimethyl-tetrahydrofuran-2-yl)methyl benzoate (about 1.4 g, 3.8 mmol) dissolved in Acetonitrile (about 20 ml) was added and reaction continued stirring at about 65° C. for a... The yield is 57.0%. Conditions: time 15 minute. The reactants are CCOC(=O)CCc1c(OCCCCC=Cc2ccc(OC)cc2)ccc2c(=O)c3cc(C(=O)OC)ccc3oc12, CCOC(C)=O, [H][H]. Product: CCOC(=O)CCc1c(OCCCCCCc2ccc(OC)cc2)ccc2c(=O)c3cc(C(=O)OC)ccc3oc12. Reaction SMILES: [CH2:1]([CH3:2])[O:3][C:4]([CH2:5][CH2:6][c:7]1[c:8]([O:26][CH2:27][CH2:28][CH2:29][CH2:30][CH:31]=[CH:32][c:33]2[cH:34][cH:35][c:36]([O:39][CH3:40])[cH:37][cH:38]2)[cH:9][cH:10][c:11]2[c:12](=[O:25])[c:13]3[cH:14][c:15]([C:21](=[O:22])[O:23][CH3:24])[cH:16][cH:17][c:18]3[o:19][c:20]12)=[O:41].[CH3:44][CH2:45][O:46][C:47](=[O:48])[CH3:49].[H:42][H:43]>>[CH2:1]([CH3:2])[O:3][C:4]([CH2:5][CH2:6][c:7]1[c:8]([O:26][CH2:27][CH2:28][CH2:29][CH2:30][CH2:31][CH2:32][c:33]2[cH:34][cH:35][c:36]([O:39][CH3:40])[cH:37][cH:38]2)[cH:9][cH:10][c:11]2[c:12](=[O:25])[c:13]3[cH:14][c:15]([C:21](=[O:22])[O:23][CH3:24])[cH:16][cH:17][c:18]3[o:19][c:20]12)=[O:41]. Starting materials: CH2Cl2 MeOH-concd, [NH4+].[OH-] (NH4OH), C(C1=CC=CC=C1)OC(N(CCCCC1=CC=C(C=C1)NS(=O)(=O)C)CCC1=C(NC2=CC=C(C=C12)C(C(N1CCCC1)=O)(C)C)C1=CC(=CC(=C1)C)C)=O ([2-[5-(1,1-dimethyl-2-oxo-2-pyrrolidin-1-ylethyl)-2-(3,5-dimethylphenyl)-1H-indol-3-yl]ethyl]-[4-(4-methanesulfonylaminophenyl)butyl]carbamic acid benzyl ester), C(C)O (ethanol), [H][H] (hydrogen). Reagents/catalysts: [OH-].[OH-].[Pd+2] (palladium hydroxide on carbon). Run in C(C)(=O)O (acetic acid), C(C)(=O)OCC (ethyl acetate). Product: CC(C(N1CCCC1)=O)(C)C=1C=C2C(=C(NC2=CC1)C1=CC(=CC(=C1)C)C)CCNCCCCC1=CC=C(C=C1)NS(=O)(=O)C (N-[4-[4-[2-[5-(1,1-dimethyl-2-oxo-2-pyrrolidin-1-ylethyl)-2-(3,5-dimethylphenyl)-1H-indol-3-yl]ethylamino]butyl]-phenyl]methane-sulfonamide). RXN SMILES: C(OC(=O)[N:10]([CH2:26][CH2:27][C:28]1[C:36]2[C:31](=[CH:32][CH:33]=[C:34]([C:37]([CH3:46])([CH3:45])[C:38](=[O:44])[N:39]3[CH2:43][CH2:42][CH2:41][CH2:40]3)[CH:35]=2)[NH:30][C:29]=1[C:47]1[CH:52]=[C:51]([CH3:53])[CH:50]=[C:49]([CH3:54])[CH:48]=1)[CH2:11][CH2:12][CH2:13][CH2:14][C:15]1[CH:20]=[CH:19][C:18]([NH:21][S:22]([CH3:25])(=[O:24])=[O:23])=[CH:17][CH:16]=1)C1C=CC=CC=1.C(O)C.[H][H].[NH4+].[OH-]>[OH-].[OH-].[Pd+2].C(O)(=O)C.C(OCC)(=O)C>[CH3:46][C:37]([C:34]1[CH:35]=[C:36]2[C:31](=[CH:32][CH:33]=1)[NH:30][C:29]([C:47]1[CH:52]=[C:51]([CH3:53])[CH:50]=[C:49]([CH3:54])[CH:48]=1)=[C:28]2[CH2:27][CH2:26][NH:10][CH2:11][CH2:12][CH2:13][CH2:14][C:15]1[CH:16]=[CH:17][C:18]([NH:21][S:22]([CH3:25])(=[O:23])=[O:24])=[CH:19][CH:20]=1)([CH3:45])[C:38](=[O:44])[N:39]1[CH2:43][CH2:42][CH2:41][CH2:40]1 |f:3.4,5.6.7|. Reported procedure: A mixture of 52.6 mg (0.069 mmol) of [2-[5-(1,1-dimethyl-2-oxo-2-pyrrolidin-1-ylethyl)-2-(3,5-dimethylphenyl)-1H-indol-3-yl]ethyl]-[4-(4-methanesulfonylaminophenyl)butyl]carbamic acid benzyl ester (from Step 1), 25 mg of 20% palladium hydroxide on carbon, 2.5 mL of ethanol, 2.5 mL of ethyl acetate, and 0.010 mL of glacial acetic acid was shaken with hydrogen (approx. 45 psig) in a pressure vessel for 1.8 hours. The catalyst was removed by filtration through Celite, and the filtrate was concentra... The reactants are rust, N1=CC=CC=C1 (Pyridine), amine, FC1=C(C(=CC(=C1)[N+](=O)[O-])F)N1CC2CC2C1 (3-(2,6-difluoro-4-nitro-phenyl)-3-aza-bicyclo[3.1.0]hexane), [Cl-].[NH4+] (ammonium chloride), ClC(=O)OCC1=CC=CC=C1 (benzyl chloroformate). The reagents and catalysts are [Fe] (Iron). Solvent: ClCCl (dichloromethane), ClCCl (dichloromethane), C(C)O.O (ethanol H2O). Run at temperature 0 celsius, time 30 minute. The product is C(C1=CC=CC=C1)OC(NC1=CC(=C(C(=C1)F)N1CC2CC2C1)F)=O ([4-(3-aza-bicyclo[3.1.0]hex-3-yl)-3,5-difluoro-phenyl]-carbamic acid benzyl ester). Reaction SMILES: [F:1][C:2]1[CH:7]=[C:6]([N+:8]([O-])=O)[CH:5]=[C:4]([F:11])[C:3]=1[N:12]1[CH2:17][CH:16]2[CH:14]([CH2:15]2)[CH2:13]1.[Cl-].[NH4+].N1C=CC=CC=1.Cl[C:27]([O:29][CH2:30][C:31]1[CH:36]=[CH:35][CH:34]=[CH:33][CH:32]=1)=[O:28]>C(O)C.O.ClCCl.[Fe]>[CH2:30]([O:29][C:27](=[O:28])[NH:8][C:6]1[CH:7]=[C:2]([F:1])[C:3]([N:12]2[CH2:17][CH:16]3[CH:14]([CH2:15]3)[CH2:13]2)=[C:4]([F:11])[CH:5]=1)[C:31]1[CH:36]=[CH:35][CH:34]=[CH:33][CH:32]=1 |f:1.2,5.6|. Reported procedure: Iron metal (0.120 g, 2.15 mmol) was added in five portions over 1 h to a refluxing solution of 3-(2,6-difluoro-4-nitro-phenyl)-3-aza-bicyclo[3.1.0]hexane (0.172 g, 0.72 mmol) and ammonium chloride (0.385 g, 7.2 mmol) in 6.0 mL of 2:1 ethanol-H2O. The rust colored mixture was refluxed for another 30 min and then cooled and filtered to remove iron oxide. H2O was added to the filtrate and the mixture concentrated to remove ethanol. The resulting aqueous solution was extracted with three 20 mL porti... Starting materials: C(C1=CC=CC=C1)N1CC=CC1 (1-benzyl-3-pyrroline), S(O)(O)(=O)=O (sulfuric acid), O (water), C1=CC(=CC(=C1)Cl)C(=O)OO (m-CPBA). The solvent is CC(=O)C (acetone). Product: C(C1=CC=CC=C1)N1CC2C(C1)O2 (1-benzyl-3,4-epoxypyrrolidine). Isolated yield 97.0%. Reaction SMILES: [CH2:1]([N:8]1[CH2:12][CH:11]=[CH:10][CH2:9]1)[C:2]1[CH:7]=[CH:6][CH:5]=[CH:4][CH:3]=1.S(=O)(=O)(O)[OH:14].O.C1C=C(Cl)C=C(C(OO)=O)C=1>CC(C)=O>[CH2:1]([N:8]1[CH2:12][CH:11]2[O:14][CH:10]2[CH2:9]1)[C:2]1[CH:7]=[CH:6][CH:5]=[CH:4][CH:3]=1. Procedure: To a solution of 15.9 g (0.1 mol) of 1-benzyl-3-pyrroline, 12.0 g (0.12 mol) of 98% sulfuric acid, 15.0 g of water, and 60.0 g of acetone in a round flask reactor, 31.1 g (0.13 mol) of 70% m-CPBA (m-chloroperbenzoic acid produced by Tokyo Chemical Industry Co., Ltd.) was added with stirring and allowed to react for 10 hours at room temperature without irradiation by lamps. After completion, acetone was evaporated under reduced pressure, neutralized by NaOH (aq), and extracted with toluene and wa...